From a dataset of the Open Reaction Database (ORD), a public repository of structured organic reaction records. describe an organic reaction: reactants, conditions, products, and yield Starting materials: ClCCCl, CC#N, CO, CCN(C(C)C)C(C)C, O=C(O)c1ccc(F)cn1, Cc1c(N)cccc1-c1ccc(C(N)=O)c2[nH]c3cc(C(=O)N4CCN(C)CC4)ccc3c12. Yields the product Cc1c(NC(=O)c2ccc(F)cn2)cccc1-c1ccc(C(N)=O)c2[nH]c3cc(C(=O)N4CCN(C)CC4)ccc3c12. Reaction SMILES: [CH2:53]([Cl:54])[CH2:55][Cl:56].[CH3:57][C:58]#[N:59].[CH3:60][OH:61].[CH:44]([N:45]([CH2:46][CH3:47])[CH:48]([CH3:49])[CH3:50])([CH3:51])[CH3:52].[F:34][c:35]1[cH:36][cH:37][c:38]([C:41](=[O:42])[OH:43])[n:39][cH:40]1.[NH2:1][c:2]1[c:3]([CH3:33])[c:4](-[c:8]2[cH:9][cH:10][c:11]([C:30](=[O:31])[NH2:32])[c:12]3[nH:13][c:14]4[cH:15][c:16]([C:21](=[O:22])[N:23]5[CH2:24][CH2:25][N:26]([CH3:29])[CH2:27][CH2:28]5)[cH:17][cH:18][c:19]4[c:20]23)[cH:5][cH:6][cH:7]1>>[NH:1]([c:2]1[c:3]([CH3:33])[c:4](-[c:8]2[cH:9][cH:10][c:11]([C:30](=[O:31])[NH2:32])[c:12]3[nH:13][c:14]4[cH:15][c:16]([C:21](=[O:22])[N:23]5[CH2:24][CH2:25][N:26]([CH3:29])[CH2:27][CH2:28]5)[cH:17][cH:18][c:19]4[c:20]23)[cH:5][cH:6][cH:7]1)[C:41]([c:38]1[cH:37][cH:36][c:35]([F:34])[cH:40][n:39]1)=[O:42].